This data is from the Open Reaction Database (ORD), a public repository of structured organic reaction records. The task is: describe an organic reaction: reactants, conditions, products, and yield Reactants: Cl (hydrochloric acid), COC=1C=CC(=C(C=O)C1)[N+](=O)[O-] (5-methoxy-2-nitrobenzaldehyde), O (Water), [BH4-].[Na+] (sodium borohydride). Run in C(C)O (ethanol). Run at time 2 hour. Yields the product COC=1C=CC(=C(CO)C1)[N+](=O)[O-] (5-methoxy-2-nitrobenzyl alcohol). RXN SMILES: [CH3:1][O:2][C:3]1[CH:4]=[CH:5][C:6]([N+:11]([O-:13])=[O:12])=[C:7]([CH:10]=1)[CH:8]=[O:9].[BH4-].[Na+].O.Cl>C(O)C>[CH3:1][O:2][C:3]1[CH:4]=[CH:5][C:6]([N+:11]([O-:13])=[O:12])=[C:7]([CH:10]=1)[CH2:8][OH:9] |f:1.2|. Reported procedure: A solution of 5-methoxy-2-nitrobenzaldehyde (2.3 g.) in ethanol (100 ml.) was stirred at ambient temperature, sodium borohydride (0.6 g.) was added and stirring was continued for 2 hours. Water (100 ml.) was added, and the solution was acidified with 2 N hydrochloric acid and extracted with ether (3×100 ml.). The extracts were combined and dried and the solvent was evaporated to give 5-methoxy-2-nitrobenzyl alcohol.